Dataset: the Open Reaction Database (ORD), a public repository of structured organic reaction records. Task: describe an organic reaction: reactants, conditions, products, and yield Starting materials: OC1=CC=C(C=C1)CCCCCCCCC(=O)OC (9(4-hydroxyphenyl)nonanoic acid, methyl ester), C(OC)COC (dimethoxyethane), BrCCCC (1-bromobutane). Solvent: [OH-].[K+] (KOH), C(C)O (ethanol), [OH-].[K+] (KOH). Run at time 24 hour. Yields the product C(CCC)OC1=CC=C(C=C1)CCCCCCCCC(=O)O (9(4-Butoxyphenyl)nonanoic acid). The yield is 43.5%. Reaction SMILES: [OH:1][C:2]1[CH:7]=[CH:6][C:5]([CH2:8][CH2:9][CH2:10][CH2:11][CH2:12][CH2:13][CH2:14][CH2:15][C:16]([O:18]C)=[O:17])=[CH:4][CH:3]=1.C(COC)OC.Br[CH2:27][CH2:28][CH2:29][CH3:30]>C(O)C.[OH-].[K+]>[CH2:27]([O:1][C:2]1[CH:3]=[CH:4][C:5]([CH2:8][CH2:9][CH2:10][CH2:11][CH2:12][CH2:13][CH2:14][CH2:15][C:16]([OH:18])=[O:17])=[CH:6][CH:7]=1)[CH2:28][CH2:29][CH3:30] |f:4.5|. Procedure: A mixture of 7 gms 9(4-hydroxyphenyl)nonanoic acid, methyl ester, 1.45 gms KOH, 100 ml dry dimethoxyethane, and 3.6 gms 1-bromobutane was refluxed with stirring for 24 hrs. The reaction was cooled, filtered through diatomaceous earth, and the solvent was removed in vacuo. The residue was dissolved in CHCl3, washed twice with 5% Na2CO3, twice with water and once with NaCl solution, and dried over MgSO4. The drying agent was filtered off and the solvent removed in vacuo to give an oil. This oil wa... The reactants are O=C([O-])[O-], CN, CC(C)O, COc1ccc(N(C)c2nc(Cl)nc3ccc(OC)cc23)cc1, Cl, [K+], [K+]. Product: CNc1nc(N(C)c2ccc(OC)cc2)c2cc(OC)ccc2n1. As a reaction SMILES: [C:27](=[O:28])([O-:29])[O-:30].[CH3:25][NH2:26].[CH:33]([OH:34])([CH3:35])[CH3:36].[Cl:1][c:2]1[n:3][c:4]2[cH:5][cH:6][c:7]([O:22][CH3:23])[cH:8][c:9]2[c:10]([N:12]([CH3:13])[c:14]2[cH:15][cH:16][c:17]([O:20][CH3:21])[cH:18][cH:19]2)[n:11]1.[ClH:24].[K+:31].[K+:32]>>[c:2]1([NH:26][CH3:25])[n:3][c:4]2[cH:5][cH:6][c:7]([O:22][CH3:23])[cH:8][c:9]2[c:10]([N:12]([CH3:13])[c:14]2[cH:15][cH:16][c:17]([O:20][CH3:21])[cH:18][cH:19]2)[n:11]1. Reactants: ClC=1C=C(C=CC1)C=1C(C1C1=CC=CC=C1)C(=O)OCC (Ethyl 2-(3-chloro-phenyl)-3-phenyl-cycloprop-2-ene-1-carboxylate), [OH-].[K+] (potassium hydroxide). Solvent: CO (methanol). The product is ClC=1C=C(C=CC1)C=1C(C1C1=CC=CC=C1)C(=O)O (2-(3-Chlorophenyl)-3-phenyl-cycloprop-2-ene-1-carboxylic acid). The yield is 42.2%. RXN SMILES: [Cl:1][C:2]1[CH:3]=[C:4]([C:8]2[CH:9]([C:17]([O:19]CC)=[O:18])[C:10]=2[C:11]2[CH:16]=[CH:15][CH:14]=[CH:13][CH:12]=2)[CH:5]=[CH:6][CH:7]=1.[OH-].[K+]>CO>[Cl:1][C:2]1[CH:3]=[C:4]([C:8]2[CH:9]([C:17]([OH:19])=[O:18])[C:10]=2[C:11]2[CH:12]=[CH:13][CH:14]=[CH:15][CH:16]=2)[CH:5]=[CH:6][CH:7]=1 |f:1.2|. Reported procedure: Ethyl 2-(3-chloro-phenyl)-3-phenyl-cycloprop-2-ene-1-carboxylate (0.55 g, 1.84 mmol) and potassium hydroxide (0.5 g, 9.25 mmol) were dissolved in methanol (20 cm3) and heated to reflux for 2 hours. The mixture was cooled to room temperature and the solvent evaporated. The residue was partitioned between water (30 cm3) and ethyl acetate (30 cm3). The aqueous layer was separated and washed with ethyl acetate (2×30 cm3) before being acidified to pH=1 with dilute hydrochloric acid and extracted with... As a reaction SMILES: [C:12]([CH2:13][C:14](=[O:15])[CH3:16])(=[O:17])[c:18]1[cH:19][cH:20][c:21]2[c:26]([c:27]1[NH2:28])=[N:25][C:23](=[O:24])[N:22]=2.[NH2:1][c:2]1[cH:3][c:4]2[c:5]([cH:10][cH:11]1)=[N:6][C:7](=[O:9])[N:8]=2.[OH2:29]>>[NH:1]([c:2]1[cH:3][c:4]2[c:5]([cH:10][cH:11]1)=[N:6][C:7](=[O:9])[N:8]=2)[C:12]([CH2:13][C:14](=[O:15])[CH3:16])=[O:17]. Starting materials: CC(=O)CC(=O)c1ccc2c(c1N)=NC(=O)N=2, Nc1ccc2c(c1)=NC(=O)N=2, O. The product is CC(=O)CC(=O)Nc1ccc2c(c1)=NC(=O)N=2. Starting materials: C12C(CC(CC1)C2)NC2=NC1=CC(=C(C=C1N=C2)OC)OC ((±)-bicyclo[2.2.1]hept-2-yl-(6,7-dimethoxyquinoxalin-2-yl)-amine), [C@]12(C(=O)CC(CC1)C2(C)C)CS(=O)(=O)O ((1S)-(+)-camphorsulfonic acid). Run in CCCCCCC (heptane). Product: [C@@H]12[C@@H](C[C@@H](CC1)C2)NC2=NC1=CC(=C(C=C1N=C2)OC)OC ((1R,2R,4S)-(+)-Bicyclo[2.2.1]hept-2-yl-(6,7-dimethoxyquinoxalin-2-yl)-amine). RXN SMILES: [CH:1]12[CH2:7][CH:4]([CH2:5][CH2:6]1)[CH2:3][CH:2]2[NH:8][C:9]1[CH:18]=[N:17][C:16]2[C:11](=[CH:12][C:13]([O:21][CH3:22])=[C:14]([O:19][CH3:20])[CH:15]=2)[N:10]=1.[C@]12(CS(O)(=O)=O)C(C)(C)C(CC1)CC2=O>CCCCCCC>[C@H:1]12[CH2:7][C@H:4]([CH2:5][CH2:6]1)[CH2:3][C@H:2]2[NH:8][C:9]1[CH:18]=[N:17][C:16]2[C:11](=[CH:12][C:13]([O:21][CH3:22])=[C:14]([O:19][CH3:20])[CH:15]=2)[N:10]=1. Reported procedure: The (±)-bicyclo[2.2.1]hept-2-yl-(6,7-dimethoxyquinoxalin-2-yl)-amine of Example 17 is resolved on a chiral HPLC column (Chiralpac AD, 25×2 cm, 60% heptane/40% ethanol with 10 mM (1S)-(+)-camphorsulfonic acid, 12 mL/minute) and the above titled product is obtained as the first eluent. The fractions collected are combined and washed with 50 mL of 1 N NaOH before drying (MgSO4). The solution after filtration is concentrated on a rotovap and then dried under a high vacuum. A yellow solid is obtained...